This data is from the Open Reaction Database (ORD), a public repository of structured organic reaction records. The task is: describe an organic reaction: reactants, conditions, products, and yield Starting materials: CC(=O)OI1(C=2C=CC=CC2C(=O)O1)(OC(=O)C)OC(=O)C (Dess-Martin periodinane), BrC1=CC(=C(C=C1)C(C(F)(F)F)O)F (1-(4-bromo-2-fluoro-phenyl)-2,2,2-trifluoro-ethanol), [O-]S(=O)(=S)[O-].[Na+].[Na+] (Na2S2O3). Solvent: C(Cl)Cl (DCM). Conditions: time 1.5 hour. Product: BrC1=CC(=C(C=C1)C(C(F)(F)F)=O)F (1-(4-Bromo-2-fluoro-phenyl)-2,2,2-trifluoro-ethanone). Yield: 30.2%. Reaction SMILES: CC(OI1(OC(C)=O)(OC(C)=O)OC(=O)C2C=CC=CC1=2)=O.[Br:23][C:24]1[CH:29]=[CH:28][C:27]([CH:30]([OH:35])[C:31]([F:34])([F:33])[F:32])=[C:26]([F:36])[CH:25]=1.[O-]S([O-])(=S)=O.[Na+].[Na+]>C(Cl)Cl>[Br:23][C:24]1[CH:29]=[CH:28][C:27]([C:30](=[O:35])[C:31]([F:34])([F:33])[F:32])=[C:26]([F:36])[CH:25]=1 |f:2.3.4|. Procedure: Dess-Martin periodinane (16.57 g, 39.06 mmol) was added to a solution of 1-(4-bromo-2-fluoro-phenyl)-2,2,2-trifluoro-ethanol (10.66 g, 39.06 mmol) in DCM (100 mL) and the reaction mixture was stirred at rt for 1.5 h. Na2S2O3 (10% aq., 100 mL) was added and the resulting mixture extracted with CH2Cl2 (100 mL). The organic layer was washed with Na2S2O3 (50 mL×2), NaHCO3 (satd. aq., 100 mL×2), and brine (100 mL×2). The organic layers were dried (Na2SO4) and concentrated. The crude material was puri... As a reaction SMILES: [CH2:1]([S:8][C:9]1[N:14]2[N:15]=[CH:16][CH:17]=[C:13]2[N:12]=[C:11]([NH:18][C:19]2[CH:24]=[CH:23][CH:22]=[C:21]([Cl:25])[CH:20]=2)[CH:10]=1)[C:2]1[CH:7]=[CH:6][CH:5]=[CH:4][CH:3]=1.O=P(Cl)(Cl)Cl.CN([CH:34]=[O:35])C>>[CH2:1]([S:8][C:9]1[N:14]2[N:15]=[CH:16][C:17]([CH:34]=[O:35])=[C:13]2[N:12]=[C:11]([NH:18][C:19]2[CH:24]=[CH:23][CH:22]=[C:21]([Cl:25])[CH:20]=2)[CH:10]=1)[C:2]1[CH:7]=[CH:6][CH:5]=[CH:4][CH:3]=1. Procedure details: To 7-(benzylthio)-N-(3-chlorophenyl)pyrazolo[1,5-a]pyrimidin-5-amine (4.1 g, 11.3 mmol) in DMF (42 mL), POCl3 (6.3 mL, 67.6 mmol) was added dropwise at room temperature. After the addition was complete, the reaction was stirred for 3 hours at room temperature. Then, the reaction was quenched by slow addition to ice cold 6N NaOH. The mixture was diluted with water and the solid was collected by filtration. The solid was washed several more times with water then dried under vacuum overnight. The p... Yield: 83.0%. Conditions: time 3 hour. The reactants are C(C1=CC=CC=C1)SC1=CC(=NC=2N1N=CC2)NC2=CC(=CC=C2)Cl (7-(benzylthio)-N-(3-chlorophenyl)pyrazolo[1,5-a]pyrimidin-5-amine), O=P(Cl)(Cl)Cl (POCl3), CN(C)C=O (DMF). Yields the product C(C1=CC=CC=C1)SC1=CC(=NC=2N1N=CC2C=O)NC2=CC(=CC=C2)Cl (7-(benzylthio)-5-(3-chlorophenylamino)pyrazolo[1,5-a]pyrimidine-3-carbaldehyde). Reactants: B, [Li]C#CCCCCCC, C=C(C)C, CCOCC, CC(C)OB(OC(C)C)C1CCCC1, Cl. Yields the product CCCCCCC#CB(OC(C)C)C1CCCC1. Reaction SMILES: [B:25].[C:15](#[C:16][CH2:17][CH2:18][CH2:19][CH2:20][CH2:21][CH3:22])[Li:23].[CH2:26]=[C:27]([CH3:28])[CH3:29].[CH2:30]([O:31][CH2:32][CH3:33])[CH3:34].[CH:1]1([B:6]([O:7][CH:8]([CH3:9])[CH3:10])[O:11][CH:12]([CH3:13])[CH3:14])[CH2:2][CH2:3][CH2:4][CH2:5]1.[ClH:24]>>[CH:1]1([B:6]([O:11][CH:12]([CH3:13])[CH3:14])[C:15]#[C:16][CH2:17][CH2:18][CH2:19][CH2:20][CH2:21][CH3:22])[CH2:2][CH2:3][CH2:4][CH2:5]1. Reactants: NC1CCCC1, O=C(Nc1nc2cccc(Cl)n2n1)c1ccccc1. Product: O=C(Nc1nc2cccc(NC3CCCC3)n2n1)c1ccccc1. Reaction SMILES: [CH:20]1([NH2:25])[CH2:21][CH2:22][CH2:23][CH2:24]1.[Cl:1][c:2]1[cH:3][cH:4][cH:5][c:6]2[n:7]1[n:8][c:9]([NH:11][C:12]([c:13]1[cH:14][cH:15][cH:16][cH:17][cH:18]1)=[O:19])[n:10]2>>[c:2]1([NH:25][CH:20]2[CH2:21][CH2:22][CH2:23][CH2:24]2)[cH:3][cH:4][cH:5][c:6]2[n:7]1[n:8][c:9]([NH:11][C:12]([c:13]1[cH:14][cH:15][cH:16][cH:17][cH:18]1)=[O:19])[n:10]2. The reactants are BrC1=CC=C2C(=CC(OC2=C1)=O)C1=CC=C(C=C1)F (7-bromo-4-(4-fluorophenyl)-2H-chromen-2-one), FC([C@@](CC(=O)O)(C1=CN=C(S1)S)O)(F)F ((3S)-4,4,4-trifluoro-3-hydroxy-3-(2-mercapto-1,3-thiazol-5-yl)butanoic acid), C([O-])([O-])=O.[K+].[K+] (potassium carbonate). Run in CN1CCCC1=O (NMP). The product is FC([C@](CC(=O)O)(O)C1=CN=C(S1)SC1=CC=C2C(=CC(OC2=C1)=O)C1=CC=C(C=C1)F)(F)F ((3S)-4,4,4-trifluoro-3-(2-{[4-(4-fluorophenyl)-2-oxo-2H-chromen-7-yl]thio}-1,3-thiazol-5-yl)-3-hydroxybutanoic acid). Reaction SMILES: Br[C:2]1[CH:11]=[C:10]2[C:5]([C:6]([C:13]3[CH:18]=[CH:17][C:16]([F:19])=[CH:15][CH:14]=3)=[CH:7][C:8](=[O:12])[O:9]2)=[CH:4][CH:3]=1.[F:20][C:21]([F:35])([F:34])[C@:22]([OH:33])([C:27]1[S:31][C:30]([SH:32])=[N:29][CH:28]=1)[CH2:23][C:24]([OH:26])=[O:25].C(=O)([O-])[O-].[K+].[K+]>CN1C(=O)CCC1>[F:35][C:21]([F:20])([F:34])[C@@:22]([C:27]1[S:31][C:30]([S:32][C:2]2[CH:11]=[C:10]3[C:5]([C:6]([C:13]4[CH:18]=[CH:17][C:16]([F:19])=[CH:15][CH:14]=4)=[CH:7][C:8](=[O:12])[O:9]3)=[CH:4][CH:3]=2)=[N:29][CH:28]=1)([OH:33])[CH2:23][C:24]([OH:26])=[O:25] |f:2.3.4|. Procedure details: Employing the procedure of Example 1, Step 3, using 7-bromo-4-(4-fluorophenyl)-2H-chromen-2-one (0.467 g, 1.5 mmol), (3S)-4,4,4-trifluoro-3-hydroxy-3-(2-mercapto-1,3-thiazol-5-yl)butanoic acid (enantiomer #1, 0.400 g, 1.5 mmol) and potassium carbonate (0.708 g, 5.1 mmol) in NMP at 120° C., the title compound was obtained. Purification was done on silica gel (CH2Cl2/MeOH/HOAc; 90:10:0.5). [α]25D−30° (c=0.5, CHCl3). 1H NMR (400 MHz, acetone-d6): δ 7.99 (s, 1H), 7.68 (m, 2H), 7.58 (m, 2H), 7.48 (dd...